From a dataset of the Open Reaction Database (ORD), a public repository of structured organic reaction records. describe an organic reaction: reactants, conditions, products, and yield Starting materials: BrC1=CC=C(C=C1)C(C(C(=O)N1C(OCC1C1=CC=CC=C1)=O)CCC(C1=CC=C(C=C1)F)O[Si](C)(C)C(C)(C)C)NC1=CC=C(C=C1)F (3-[2-[(4-bromophenyl)-(4-fluorophenylamino)methyl]-5-(tert-butyl-dimethylsilanyloxy)-5-(4-fluorophenyl)pentanoyl]-4-phenyloxazolidin-2-one), C(C)(=O)O (acetic acid), C[Si](C)(C)C(C(=O)N)[Si](C)(C)C (bis(trimethylsilyl)acetamide), O.O.O.[F-].C(CCC)[NH+](CCCC)CCCC (tributylammonium fluoride trihydrate), C30H34BrF2NO2Si. Run in COC(C)(C)C (tert-butyl methyl ether). Conditions: time 8 hour. Yields the product BrC1=CC=C(C=C1)C1C(C(N1C1=CC=C(C=C1)F)=O)CCC(C1=CC=C(C=C1)F)O[Si](C)(C)C(C)(C)C (4-(4-Bromophenyl)-3-[3-(tert-butyldimethylsilanyloxy)-3-(4-fluorophenyl)propyl]-1-(4-fluorophenyl)azetidin-2-one). Reaction SMILES: [Br:1][C:2]1[CH:7]=[CH:6][C:5]([CH:8]([NH:42][C:43]2[CH:48]=[CH:47][C:46]([F:49])=[CH:45][CH:44]=2)[CH:9]([CH2:24][CH2:25][CH:26]([O:34][Si:35]([C:38]([CH3:41])([CH3:40])[CH3:39])([CH3:37])[CH3:36])[C:27]2[CH:32]=[CH:31][C:30]([F:33])=[CH:29][CH:28]=2)[C:10](N2C(C3C=CC=CC=3)COC2=O)=[O:11])=[CH:4][CH:3]=1.C[Si](C([Si](C)(C)C)C(N)=O)(C)C.O.O.O.[F-].C([NH+](CCCC)CCCC)CCC.C(O)(=O)C>COC(C)(C)C>[Br:1][C:2]1[CH:7]=[CH:6][C:5]([CH:8]2[N:42]([C:43]3[CH:48]=[CH:47][C:46]([F:49])=[CH:45][CH:44]=3)[C:10](=[O:11])[CH:9]2[CH2:24][CH2:25][CH:26]([O:34][Si:35]([C:38]([CH3:40])([CH3:41])[CH3:39])([CH3:37])[CH3:36])[C:27]2[CH:32]=[CH:31][C:30]([F:33])=[CH:29][CH:28]=2)=[CH:4][CH:3]=1 |f:2.3.4.5.6|. Procedure details: 3.34 g of 3-[2-[(4-bromophenyl)-(4-fluorophenylamino)methyl]-5-(tert-butyl-dimethylsilanyloxy)-5-(4-fluorophenyl)pentanoyl]-4-phenyloxazolidin-2-one are suspended in 70 ml of tert-butyl methyl ether. 3.8 ml of bis(trimethylsilyl)acetamide and 144 mg of tributylammonium fluoride trihydrate are then added. The reaction mixture is stirred at room temperature overnight, and 0.7 ml of glacial acetic acid are then added. The reaction mixture is concentrated using a rotary evaporator and the residue is... Starting materials: CC1(C)CC(=O)c2cc(O)ccc2O1, FC(F)(F)CCCBr, [H-], [Na+], CN(C)C=O, O. Product: CC1(C)CC(=O)c2cc(OCCCC(F)(F)F)ccc2O1. Reaction SMILES: [CH3:1][C:2]1([CH3:14])[O:3][c:4]2[cH:5][cH:6][c:7]([OH:13])[cH:8][c:9]2[C:10](=[O:12])[CH2:11]1.[F:17][C:18]([CH2:19][CH2:20][CH2:21][Br:22])([F:23])[F:24].[H-:15].[Na+:16].[O:26]=[CH:27][N:28]([CH3:29])[CH3:30].[OH2:25]>>[CH3:1][C:2]1([CH3:14])[O:3][c:4]2[cH:5][cH:6][c:7]([O:13][CH2:21][CH2:20][CH2:19][C:18]([F:17])([F:23])[F:24])[cH:8][c:9]2[C:10](=[O:12])[CH2:11]1. Run at time 18 hour. The solvent is CN(C)C=O (DMF). Starting materials: CN(C)C(=[N+](C)C)ON1C2=C(C=CC=C2)N=N1.[B-](F)(F)(F)F (TBTU), C(C)(C)N(C(C)C)CC (N,N-diisopropylethyl amine), N[C@H]1[C@@H](CCCC1)O ((1R,2R)-2-amino-cyclohexanol), C(CCC)OC1=NC=C(C(=O)O)C=C1C1=C(C=CC(=C1)C(F)(F)F)F (6-Butoxy-5-(2-fluoro-5-trifluoromethyl-phenyl)-nicotinic acid). Reaction SMILES: [CH2:1]([O:5][C:6]1[C:14]([C:15]2[CH:20]=[C:19]([C:21]([F:24])([F:23])[F:22])[CH:18]=[CH:17][C:16]=2[F:25])=[CH:13][C:9]([C:10]([OH:12])=O)=[CH:8][N:7]=1)[CH2:2][CH2:3][CH3:4].CN(C(ON1N=NC2C=CC=CC1=2)=[N+](C)C)C.[B-](F)(F)(F)F.C(N(CC)C(C)C)(C)C.[NH2:57][C@@H:58]1[CH2:63][CH2:62][CH2:61][CH2:60][C@H:59]1[OH:64]>CN(C=O)C>[CH2:1]([O:5][C:6]1[C:14]([C:15]2[CH:20]=[C:19]([C:21]([F:23])([F:24])[F:22])[CH:18]=[CH:17][C:16]=2[F:25])=[CH:13][C:9]([C:10]([NH:57][C@@H:58]2[CH2:63][CH2:62][CH2:61][CH2:60][C@H:59]2[OH:64])=[O:12])=[CH:8][N:7]=1)[CH2:2][CH2:3][CH3:4] |f:1.2|. Yield: 57.2%. Reported procedure: 6-Butoxy-5-(2-fluoro-5-trifluoromethyl-phenyl)-nicotinic acid (0.10 g, 0.3 mmol) was dissolved in DMF (5 mL). To the solution was added TBTU (0.10 g, 0.3 mmol), N,N-diisopropylethyl amine (0.24 mL, 1.4 mmol) and (1R,2R)-2-amino-cyclohexanol (47 mg, 0.3 mmol). The reaction mixture was stirred for 18 h at room temperature. The solvent was evaporated in vacuo and the residue was purified by column chromatography on silica (n-heptane/ethyl acetate gradient) to yield 78 mg of the title compound as a ... Product: C(CCC)OC1=NC=C(C(=O)N[C@H]2[C@@H](CCCC2)O)C=C1C1=C(C=CC(=C1)C(F)(F)F)F (6-Butoxy-5-(2-fluoro-5-trifluoromethyl-phenyl)-N-((1R,2R)-2-hydroxy-cyclohexyl)-nicotinamide). The product is CCOC(=O)C1CCOc2cc(Oc3ccc(C(=O)NCCc4cccc(Cl)c4)cc3)c(Cl)cc21. Reaction SMILES: [CH3:38][N:39]([CH3:40])[CH2:41][CH2:42][CH2:43][N:44]=[C:45]=[N:46][CH2:47][CH3:48].[Cl:1][c:2]1[cH:3][c:4]2[c:9]([cH:10][c:11]1[O:12][c:13]1[cH:14][cH:15][c:16]([C:17](=[O:18])[OH:19])[cH:20][cH:21]1)[O:8][CH2:7][CH2:6][CH:5]2[C:22](=[O:23])[O:24][CH2:25][CH3:26].[Cl:27][c:28]1[cH:29][c:30]([CH2:34][CH2:35][NH2:36])[cH:31][cH:32][cH:33]1.[ClH:37].[O:59]=[CH:60][N:61]([CH3:62])[CH3:63].[OH:49][n:50]1[c:51]2[n:52][cH:53][cH:54][cH:55][c:56]2[n:57][n:58]1>>[Cl:1][c:2]1[cH:3][c:4]2[c:9]([cH:10][c:11]1[O:12][c:13]1[cH:14][cH:15][c:16]([C:17](=[O:19])[NH:36][CH2:35][CH2:34][c:30]3[cH:29][c:28]([Cl:27])[cH:33][cH:32][cH:31]3)[cH:20][cH:21]1)[O:8][CH2:7][CH2:6][CH:5]2[C:22](=[O:23])[O:24][CH2:25][CH3:26]. Starting materials: CCN=C=NCCCN(C)C, CCOC(=O)C1CCOc2cc(Oc3ccc(C(=O)O)cc3)c(Cl)cc21, NCCc1cccc(Cl)c1, Cl, CN(C)C=O, On1nnc2cccnc21.